Dataset: the Open Reaction Database (ORD), a public repository of structured organic reaction records. Task: describe an organic reaction: reactants, conditions, products, and yield Starting materials: NC1=CC=C(OC2=CC(=NC=C2)OC)C=C1 (4-(4-amino-phenoxy)-2-methoxy-pyridine), C(C)C1=CC=C(C=C1)N=C=O (4-ethyl-phenyl-isocyanate). Product: COC1=NC=CC(=C1)OC1=CC=C(C=C1)NC(=O)NC1=CC=C(C=C1)CC (N-(4-(2-Methoxypyridin-4-yl-oxy)-phenyl)-N′-(4-ethyl-phenyl)-urea). As a reaction SMILES: [NH2:1][C:2]1[CH:16]=[CH:15][C:5]([O:6][C:7]2[CH:12]=[CH:11][N:10]=[C:9]([O:13][CH3:14])[CH:8]=2)=[CH:4][CH:3]=1.[CH2:17]([C:19]1[CH:24]=[CH:23][C:22]([N:25]=[C:26]=[O:27])=[CH:21][CH:20]=1)[CH3:18]>>[CH3:14][O:13][C:9]1[CH:8]=[C:7]([O:6][C:5]2[CH:15]=[CH:16][C:2]([NH:1][C:26]([NH:25][C:22]3[CH:23]=[CH:24][C:19]([CH2:17][CH3:18])=[CH:20][CH:21]=3)=[O:27])=[CH:3][CH:4]=2)[CH:12]=[CH:11][N:10]=1. Reported procedure: The title compound is prepared from 4-(4-amino-phenoxy)-2-methoxy-pyridine (Stage 92.1; 91 mg, 0.42 mmol) and 4-ethyl-phenyl-isocyanate (124 μl, 0.84 mmol) analogously to Example 89: m.p.: 196° C.; Anal.: CHN. The reactants are O=[N+]([O-])c1ccc(Br)nc1, CS(C)=O, CC(C)(C)[O-], [K+], Nc1cncnc1, O. Yields the product O=[N+]([O-])c1ccc(Nc2cncnc2)nc1. Reaction SMILES: [Br:18][c:19]1[n:20][cH:21][c:22]([N+:25](=[O:26])[O-:27])[cH:23][cH:24]1.[CH3:1][S:2](=[O:3])[CH3:4].[CH3:5][C:6]([CH3:7])([O-:8])[CH3:9].[K+:10].[NH2:11][c:12]1[cH:13][n:14][cH:15][n:16][cH:17]1.[OH2:28]>>[NH:11]([c:12]1[cH:13][n:14][cH:15][n:16][cH:17]1)[c:19]1[n:20][cH:21][c:22]([N+:25](=[O:26])[O-:27])[cH:23][cH:24]1. Reactants: C(C)(=O)OC1=CC=C2C(=C(COC2=C1OC(C)=O)C1=CC=CC=C1)OC (7,8-diacetoxy-4-methoxyisoflav-3-ene), N1C=NC=C1 (imidazole), ( 100 ), ( 25 ), ( 70 ), O1CC(=CC2=CC=C(C(=C12)O)O)C1=CC=C(C=C1)O (isoflav-3-ene-4′,7-8-triol), ( 20 ). The solvent is C(C)O (ethanol). Yields the product COC1=CC=C(C=2COC3=C(C(=CC=C3C2)O)O)C=C1 (4′-Methoxyisoflav-3-ene-7,8-diol). Reaction SMILES: C([O:4][C:5]1[C:14]([O:15]C(=O)C)=[C:13]2[C:8]([C:9](OC)=[C:10]([C:19]3[CH:24]=[CH:23][CH:22]=[CH:21][CH:20]=3)[CH2:11][O:12]2)=[CH:7][CH:6]=1)(=O)C.N1C=CN=C1.[O:32]1C2C(=CC=C(O)C=2O)C=C(C2C=CC(O)=CC=2)[CH2:33]1>C(O)C>[CH3:33][O:32][C:22]1[CH:21]=[CH:20][C:19]([C:10]2[CH2:11][O:12][C:13]3[C:8]([CH:9]=2)=[CH:7][CH:6]=[C:5]([OH:4])[C:14]=3[OH:15])=[CH:24][CH:23]=1. Reported procedure: 4′-Methoxyisoflav-3-ene-7,8-diol was prepared from 7,8-diacetoxy-4-methoxyisoflav-3-ene (0.15 g, 0.4 mmol) and imidazole (0.4 g) in ethanol (1.6 ml) as described for isoflav-3-ene-4′,7-8-triol. Yield: (0.73 g, 61%). 1H NMR (CDCl3+d6-DMSO): δ 3.83 (s, 3H, OCH3), 5.15 (s, 2H, H2), 6.51 (d, 1H, J 8.3 Hz, H6), 6.58 (d, 1H, J 8.3 Hz, H5), 6.68 (bs, 1H, H4), 6.92 (d, 1H, J 8.7 Hz, ArH), 7.35 (d, 2H, J 8.7 Hz, ArH). Mass spectrum: m/z 270 (M, 5%); 256 (100); 255 (70); 239 (20); 181 (25). The reactants are BrC1=NC=C(C=C1)I (2-bromo-5-iodopyridine), N1(CCNCC1)C(=O)OC(C)(C)C (tert-butyl piperazine-1-carboxylate), CC1(C2=C(C(=CC=C2)P(C3=CC=CC=C3)C4=CC=CC=C4)OC5=C(C=CC=C51)P(C6=CC=CC=C6)C7=CC=CC=C7)C (XantPhos). The reagents and catalysts are C=1C=CC(=CC1)/C=C/C(=O)/C=C/C2=CC=CC=C2.C=1C=CC(=CC1)/C=C/C(=O)/C=C/C2=CC=CC=C2.C=1C=CC(=CC1)/C=C/C(=O)/C=C/C2=CC=CC=C2.[Pd].[Pd] (Pd2(dba)3). Run in C1(=CC=CC=C1)C (PhCH3), CCOC(=O)C (EtOAc), O (water). Conditions: time 24 hour. The product is BrC1=CC=C(C=N1)N1CCN(CC1)C(=O)OC(C)(C)C (tert-butyl 4-(6-bromopyridin-3-yl)piperazine-1-carboxylate). Reaction SMILES: [Br:1][C:2]1[CH:7]=[CH:6][C:5](I)=[CH:4][N:3]=1.[N:9]1([C:15]([O:17][C:18]([CH3:21])([CH3:20])[CH3:19])=[O:16])[CH2:14][CH2:13][NH:12][CH2:11][CH2:10]1.CC1(C)C2C(=C(P(C3C=CC=CC=3)C3C=CC=CC=3)C=CC=2)OC2C(P(C3C=CC=CC=3)C3C=CC=CC=3)=CC=CC1=2>C1(C)C=CC=CC=1.CCOC(C)=O.O.C1C=CC(/C=C/C(/C=C/C2C=CC=CC=2)=O)=CC=1.C1C=CC(/C=C/C(/C=C/C2C=CC=CC=2)=O)=CC=1.C1C=CC(/C=C/C(/C=C/C2C=CC=CC=2)=O)=CC=1.[Pd].[Pd]>[Br:1][C:2]1[N:3]=[CH:4][C:5]([N:12]2[CH2:11][CH2:10][N:9]([C:15]([O:17][C:18]([CH3:21])([CH3:20])[CH3:19])=[O:16])[CH2:14][CH2:13]2)=[CH:6][CH:7]=1 |f:6.7.8.9.10|. Procedure details: 2-bromo-5-iodopyridine (3.00 g, 10.6 mmol), tert-butyl piperazine-1-carboxylate (1.71 g, 9.2 mmol), Pd2(dba)3 (337 mg, 0.368 mmol), and XantPhos (640 mg, 1.1 mmol) were taken up in PhCH3 (90 mL). The resulting mixture was stirred 24 h at r.t. and was diluted with EtOAc (100 mL) and water (150 mL). The phases were separated, and the organic phase was dried over Na2SO4, filtered, and concentrated to afford a crude residue that was purified by silica gel chromatography to provide tert-butyl 4-(6-br...